Dataset: the Open Reaction Database (ORD), a public repository of structured organic reaction records. Task: describe an organic reaction: reactants, conditions, products, and yield Starting materials: BrCCCCS(=O)C1=NN=NN1C (1-Methyl-1,2,3,4-tetrazol-5-yl 4-bromobutyl sulfoxide), CN1N=NN=C1S (1-methyl-5-mercapto-1,2,3,4-tetrazole), C([O-])([O-])=O.[K+].[K+] (potassium carbonate). Solvent: CC(=O)C (acetone). Product: CN1N=NN=C1SCCCCS(=O)C1=NN=NN1C (1-methyl-1,2,3,4-tetrazol-5-yl 4-(1-methyl-1,2,3,4-tetrazol-5-yl)thiobutyl sulfoxide). Isolated yield 49.1%. Reaction SMILES: Br[CH2:2][CH2:3][CH2:4][CH2:5][S:6]([C:8]1[N:12]([CH3:13])[N:11]=[N:10][N:9]=1)=[O:7].[CH3:14][N:15]1[C:19]([SH:20])=[N:18][N:17]=[N:16]1.C(=O)([O-])[O-].[K+].[K+]>CC(C)=O>[CH3:14][N:15]1[C:19]([S:20][CH2:2][CH2:3][CH2:4][CH2:5][S:6]([C:8]2[N:12]([CH3:13])[N:11]=[N:10][N:9]=2)=[O:7])=[N:18][N:17]=[N:16]1 |f:2.3.4|. Procedure details: 1-Methyl-1,2,3,4-tetrazol-5-yl 4-bromobutyl sulfoxide (2.7 g) and 1-methyl-5-mercapto-1,2,3,4-tetrazole (1.4 g) are dissolved in acetone (50 ml), and thereto is added potassium carbonate (1.4 g), and the mixture is refluxed for 2 hours. After acetone is distilled off, water is added to the residue, and the mixture is extracted with chloroform. The chloroform solution is washed with saturated aqueous sodium chloride and dried over magnesium sulfate. After chloroform is distilled off, the residue ... The reactants are O=C([O-])[O-], FC(F)(F)c1ccccc1S, CI, [K+], [K+], CN(C)C=O. Product: CSc1ccccc1C(F)(F)F. Reaction SMILES: [C:12](=[O:13])([O-:14])[O-:15].[F:1][C:2]([c:3]1[c:4]([SH:9])[cH:5][cH:6][cH:7][cH:8]1)([F:10])[F:11].[I:18][CH3:19].[K+:16].[K+:17].[O:20]=[CH:21][N:22]([CH3:23])[CH3:24]>>[F:1][C:2]([c:3]1[c:4]([S:9][CH3:12])[cH:5][cH:6][cH:7][cH:8]1)([F:10])[F:11]. Reactants: C1CCOC1, [Li]CCCC, Nc1nc(Cl)c2nnn(Cc3ccccc3F)c2n1, c1cscn1, c1ccc(P(c2ccccc2)(c2ccccc2)[Pd](P(c2ccccc2)(c2ccccc2)c2ccccc2)(P(c2ccccc2)(c2ccccc2)c2ccccc2)P(c2ccccc2)(c2ccccc2)c2ccccc2)cc1. Yields the product Nc1nc(-c2nccs2)c2nnn(Cc3ccccc3F)c2n1. RXN SMILES: [CH2:30]1[O:31][CH2:32][CH2:33][CH2:34]1.[CH3:6][CH2:7][CH2:8][CH2:9][Li:10].[Cl:11][c:12]1[c:13]2[c:14]([n:15][c:16]([NH2:18])[n:17]1)[n:19]([CH2:22][c:23]1[c:24]([F:29])[cH:25][cH:26][cH:27][cH:28]1)[n:20][n:21]2.[cH:1]1[cH:2][s:3][cH:4][n:5]1.[cH:35]1[cH:36][cH:37][c:38]([P:39]([Pd:40]([P:41]([c:42]2[cH:43][cH:44][cH:45][cH:46][cH:47]2)([c:48]2[cH:49][cH:50][cH:51][cH:52][cH:53]2)[c:54]2[cH:55][cH:56][cH:57][cH:58][cH:59]2)([P:60]([c:61]2[cH:62][cH:63][cH:64][cH:65][cH:66]2)([c:67]2[cH:68][cH:69][cH:70][cH:71][cH:72]2)[c:73]2[cH:74][cH:75][cH:76][cH:77][cH:78]2)[P:79]([c:80]2[cH:81][cH:82][cH:83][cH:84][cH:85]2)([c:86]2[cH:87][cH:88][cH:89][cH:90][cH:91]2)[c:92]2[cH:93][cH:94][cH:95][cH:96][cH:97]2)([c:98]2[cH:99][cH:100][cH:101][cH:102][cH:103]2)[c:104]2[cH:105][cH:106][cH:107][cH:108][cH:109]2)[cH:110][cH:111]1>>[cH:1]1[cH:2][s:3][c:4](-[c:12]2[c:13]3[c:14]([n:15][c:16]([NH2:18])[n:17]2)[n:19]([CH2:22][c:23]2[c:24]([F:29])[cH:25][cH:26][cH:27][cH:28]2)[n:20][n:21]3)[n:5]1. Reactants: CC(C)(C)[Si](C)(C)n1ccc2cc(C=O)cnc21, CC(C)(C)O, CC=C(C)C, [O-][Cl+][O-], [Na+], O. Yields the product CC(C)(C)[Si](C)(C)n1ccc2cc(C(=O)O)cnc21. RXN SMILES: [C:1]([CH3:2])([CH3:3])([CH3:4])[Si:5]([n:6]1[cH:7][cH:8][c:9]2[c:10]1[n:11][cH:12][c:13]([CH:15]=[O:16])[cH:14]2)([CH3:17])[CH3:18].[CH3:23][C:24]([OH:25])([CH3:26])[CH3:27].[CH3:28][C:29](=[CH:30][CH3:31])[CH3:32].[Cl+:19]([O-:20])[O-:21].[Na+:22].[OH2:33]>>[C:1]([CH3:2])([CH3:3])([CH3:4])[Si:5]([n:6]1[cH:7][cH:8][c:9]2[c:10]1[n:11][cH:12][c:13]([C:15](=[O:16])[OH:20])[cH:14]2)([CH3:17])[CH3:18]. Yields the product C(#N)C1=NC=CC(=C1)/C=C/C(=O)OC(C)(C)C (tert-Butyl (E)-3-(2-cyano-4-pyridyl)acrylate). Run at time 45 hour. Reaction SMILES: [N:1]1[CH:6]=[CH:5][C:4](/[CH:7]=[CH:8]/[C:9]([O:11][C:12]([CH3:15])([CH3:14])[CH3:13])=[O:10])=[CH:3][CH:2]=1.ClC1C=CC=C(C(OO)=O)C=1.C[Si]([C:31]#[N:32])(C)C.CN(C)C(Cl)=O>C(OCC)(=O)C.O>[C:31]([C:2]1[CH:3]=[C:4](/[CH:7]=[CH:8]/[C:9]([O:11][C:12]([CH3:15])([CH3:14])[CH3:13])=[O:10])[CH:5]=[CH:6][N:1]=1)#[N:32]. Solvent: O (water), C(C)(=O)OCC (ethyl acetate), C(C)(=O)OCC (ethyl acetate). Starting materials: ClC1=CC(=CC=C1)C(=O)OO (3-chloroperbenzoic acid), N1=CC=C(C=C1)/C=C/C(=O)OC(C)(C)C (tert-Butyl (E)-3-(4-pyridyl)acrylate), C[Si](C)(C)C#N (trimethylsilyl cyanide), CN(C(=O)Cl)C (N,N-dimethylcarbamoyl chloride). Procedure details: tert-Butyl (E)-3-(4-pyridyl)acrylate (0.88 g, 4.3 mmol) was dissolved in ethyl acetate (4 ml), and 3-chloroperbenzoic acid (ca. 77%, 0.95 g, 4.3 mmol) was added thereto. The reaction mixture was stirred at room temperature for 45 hrs and subjected to a silica gel (40 g) column chromatography. The fractions eluted with ethyl acetate-ethanol (4:1) were collected and concentrated. The residue was dissolved in nitroethane (5 ml), and trimethylsilyl cyanide (0.63 g, 6.3 mmol) and N,N-dimethylcarbamoy... Yield: 73.7%. Yield: 81.8%. Starting materials: C1(=CC=CC=C1)C=CC(=O)O (3-phenyl-2-propenoic acid), O=S(Cl)Cl (SOCl2), OC1=C(C(=O)O)C=CC=C1C (2-hydroxy-3-methylbenzoic acid). Reported procedure: Using the method of example 4, 14.815 g(0.1 moles) of 3-phenyl-2-propenoic acid and 20.82 g of SOCl2 (0.175 moles) followed by 15.24 g of 2-hydroxy-3-methylbenzoic acid (0.1 moles) give 23.1 g of 2-(3-phenyl-2-propenoyloxy)-3-methylbenzoic acid (yield 81.8%), m.p. 141°-141.5° C. Reaction SMILES: [C:1]1([CH:7]=[CH:8][C:9]([OH:11])=[O:10])[CH:6]=[CH:5][CH:4]=[CH:3][CH:2]=1.O=S(Cl)Cl.O[C:17]1[C:25]([CH3:26])=[CH:24][CH:23]=[CH:22][C:18]=1[C:19]([OH:21])=[O:20]>>[C:1]1([CH:7]=[CH:8][C:9]([O:11][C:17]2[C:25]([CH3:26])=[CH:24][CH:23]=[CH:22][C:18]=2[C:19]([OH:21])=[O:20])=[O:10])[CH:6]=[CH:5][CH:4]=[CH:3][CH:2]=1. Yields the product C1(=CC=CC=C1)C=CC(=O)OC1=C(C(=O)O)C=CC=C1C (2-(3-phenyl-2-propenoyloxy)-3-methylbenzoic acid). The reactants are C(=O)CP(OCC)(OCC)=O (diethyl formylmethylphosphonate), C1(=CC=CC2=CC=CC=C12)[C@@H](C)N ((R)-1-(1-naphthyl)ethylamine). Solvent: C(C)O (ethanol). Conditions: temperature 10 celsius. Product: C1(=CC=CC2=CC=CC=C12)[C@@H](C)NC=CP(OCC)(OCC)=O (Diethyl 2-((R)-1-(1-naphthyl)ethylamino)vinylphosphonate). RXN SMILES: [CH:1]([CH2:3][P:4](=[O:11])([O:8][CH2:9][CH3:10])[O:5][CH2:6][CH3:7])=O.[C:12]1([C@H:22]([NH2:24])[CH3:23])[C:21]2[C:16](=[CH:17][CH:18]=[CH:19][CH:20]=2)[CH:15]=[CH:14][CH:13]=1>C(O)C>[C:12]1([C@H:22]([NH:24][CH:1]=[CH:3][P:4](=[O:11])([O:8][CH2:9][CH3:10])[O:5][CH2:6][CH3:7])[CH3:23])[C:21]2[C:16](=[CH:17][CH:18]=[CH:19][CH:20]=2)[CH:15]=[CH:14][CH:13]=1. Procedure details: A 1-litre, four-necked flask equipped with a mechanical stirrer, an addition funnel and a nitrogen inlet was charged with diethyl formylmethylphosphonate (100 g) and ethanol (500 mL). Under a nitrogen atmosphere, the resulting mixture was cooled to 10° C. and (R)-1-(1-naphthyl)ethylamine (85.6 g) was added under stirring. The mixture was left under stirring for an additional hour. The solvent was distilled from this mixture under reduced pressure. The resulting residue (180 g) was used in the ne...